describe an organic reaction: reactants, conditions, products, and yield From a dataset of the Open Reaction Database (ORD), a public repository of structured organic reaction records. Reactants: ClC1=C(C=CC=C1)OC (2-chloroanisole), C(#N)CC(=O)OCC (ethyl cyanoacetate). Product: COC1=C(C=CC=C1)C(C(=O)OCC)C#N (Ethyl 2-(2-Methoxyphenyl)cyanoacetate). Isolated yield 86.4%. As a reaction SMILES: Cl[C:2]1[CH:7]=[CH:6][CH:5]=[CH:4][C:3]=1[O:8][CH3:9].[C:10]([CH2:12][C:13]([O:15][CH2:16][CH3:17])=[O:14])#[N:11]>>[CH3:9][O:8][C:3]1[CH:4]=[CH:5][CH:6]=[CH:7][C:2]=1[CH:12]([C:10]#[N:11])[C:13]([O:15][CH2:16][CH3:17])=[O:14]. Procedure: Method B of the above general procedure was followed using 2-chloroanisole (143 mg, 1.01 mmol) and ethyl cyanoacetate (125 mg, 1.11 mmol). The reaction mixture was purified by column chromatography on silica gel (1:3 dichloromethane/hexanes) to give the desired product (191.4 mg, 87%) as a colorless oil: 1H NMR (CDCl3) δ 7.40-7.35 (m, 2H), 7.03-6.99 (m, 1H), 6.93 (d, 8.0 Hz, 1H), 5.03 (s, 1H), 4.30-4.22 (m, 2H), 3.86 (s, 3H), 1.29 (t, 7.2 Hz, 3H). 13C{1H} NMR (CDCl3) δ 165.19, 156.48, 130.73, 12... Reactants: C(C)OC(C(CC1=C(C=C(C=C1)OCCC=1N=C(OC1C)C1=C(C=C(C=C1)F)OCC)C)OCC)=O ([rac]-2-ethoxy-3-(4-{2-[2-(2-ethoxy-4-fluoro-phenyl)-5-methyl-oxazol-4-yl]-ethoxy}-2-methyl-phenyl)-propionic acid ethyl ester), [Li+].[OH-] (LiOH). The product is C(C)OC(C(=O)O)CC1=C(C=C(C=C1)OCCC=1N=C(OC1C)C1=C(C=C(C=C1)F)OCC)C ([rac]-2-ethoxy-3-(4-{2-[2-(2-ethoxy-4-fluoro-phenyl)-5-methyl-oxazol-4-yl]-ethoxy}-2-methyl-phenyl)-propionic acid). RXN SMILES: C([O:3][C:4](=[O:36])[CH:5]([O:33][CH2:34][CH3:35])[CH2:6][C:7]1[CH:12]=[CH:11][C:10]([O:13][CH2:14][CH2:15][C:16]2[N:17]=[C:18]([C:22]3[CH:27]=[CH:26][C:25]([F:28])=[CH:24][C:23]=3[O:29][CH2:30][CH3:31])[O:19][C:20]=2[CH3:21])=[CH:9][C:8]=1[CH3:32])C.[Li+].[OH-]>>[CH2:34]([O:33][CH:5]([CH2:6][C:7]1[CH:12]=[CH:11][C:10]([O:13][CH2:14][CH2:15][C:16]2[N:17]=[C:18]([C:22]3[CH:27]=[CH:26][C:25]([F:28])=[CH:24][C:23]=3[O:29][CH2:30][CH3:31])[O:19][C:20]=2[CH3:21])=[CH:9][C:8]=1[CH3:32])[C:4]([OH:36])=[O:3])[CH3:35] |f:1.2|. Procedure details: In analogy to the procedure described in example 1 g], [rac]-2-ethoxy-3-(4-{2-[2-(2-ethoxy-4-fluoro-phenyl)-5-methyl-oxazol-4-yl]-ethoxy}-2-methyl-phenyl)-propionic acid ethyl ester was treated with LiOH to obtain [rac]-2-ethoxy-3-(4-{2-[2-(2-ethoxy-4-fluoro-phenyl)-5-methyl-oxazol-4-yl]-ethoxy}-2-methyl-phenyl)-propionic acid as colorless solid, which can be separated into its antipodes by methods known in the art, such as separation of the antipodes via diastereomeric salts by crystallization ... The reactants are S1C(=NC2=C1C=CC=C2)NC(=O)C=2C=CC=C1CCN(CC21)C=2SC(=C(N2)C(=O)O)CCCOC2=CC=C(C=C2)NC(=O)OC(C)(C)C (2-(8-(benzo[d]thiazol-2-ylcarbamoyl)-3,4-dihydroisoquinolin-2(1H)-yl)-5-(3-(4-(tert-butoxycarbonylamino)phenoxy)propyl)thiazole-4-carboxylic acid), C(=O)(C(F)(F)F)O (TFA). Solvent: CO (MeOH). Reaction conditions: time 2 hour. Yields the product NC1=CC=C(OCCCC2=C(N=C(S2)N2CC3=C(C=CC=C3CC2)C(NC=2SC3=C(N2)C=CC=C3)=O)C(=O)O)C=C1 (5-(3-(4-aminophenoxy)propyl)-2-(8-(benzo[d]thiazol-2-ylcarbamoyl)-3,4-dihydroisoquinolin-2(1H)-yl)thiazole-4-carboxylic acid). Reaction SMILES: [S:1]1[C:5]2[CH:6]=[CH:7][CH:8]=[CH:9][C:4]=2[N:3]=[C:2]1[NH:10][C:11]([C:13]1[CH:14]=[CH:15][CH:16]=[C:17]2[C:22]=1[CH2:21][N:20]([C:23]1[S:24][C:25]([CH2:31][CH2:32][CH2:33][O:34][C:35]3[CH:40]=[CH:39][C:38]([NH:41]C(OC(C)(C)C)=O)=[CH:37][CH:36]=3)=[C:26]([C:28]([OH:30])=[O:29])[N:27]=1)[CH2:19][CH2:18]2)=[O:12].C(O)(C(F)(F)F)=O>CO>[NH2:41][C:38]1[CH:37]=[CH:36][C:35]([O:34][CH2:33][CH2:32][CH2:31][C:25]2[S:24][C:23]([N:20]3[CH2:19][CH2:18][C:17]4[C:22](=[C:13]([C:11](=[O:12])[NH:10][C:2]5[S:1][C:5]6[CH:6]=[CH:7][CH:8]=[CH:9][C:4]=6[N:3]=5)[CH:14]=[CH:15][CH:16]=4)[CH2:21]3)=[N:27][C:26]=2[C:28]([OH:30])=[O:29])=[CH:40][CH:39]=1. Reported procedure: The title compound 5-(3-(4-aminophenoxy)propyl)-2-(8-(benzo[d]thiazol-2-ylcarbamoyl)-3,4-dihydroisoquinolin-2(1H)-yl)thiazole-4-carboxylic acid (6) was prepared by the following procedure: To 2-(8-(benzo[d]thiazol-2-ylcarbamoyl)-3,4-dihydroisoquinolin-2(1H)-yl)-5-(3-(4-(tert-butoxycarbonylamino)phenoxy)propyl)thiazole-4-carboxylic acid (4) (20 mg, 0.029 mmol) in MeOH (1 mL) was added TFA (1 mL, 13 mmol) and stirred at rt for 2 hours. The reaction mixture was purified by HPLC (Preparative reverse... The reactants are C(C)(C)(C)OC(=O)NCCCOC=1C=CC(=C(C1)C(C=C)=O)[N+](=O)[O-] (1-[5'-(3"-t-Butoxycarbonylaminopropyloxy)-2'-nitrophenyl]-2-propen-1-one). Reagents/catalysts: [C].[Pd] (palladium-carbon). The solvent is C(C)O (ethanol). Conditions: time 1.5 hour. Product: C(C)(C)(C)OC(=O)NCCCOC=1C=CC(=C(C1)C(CC)=O)N (1-[5'-(3"-t-butoxycarbonylaminopropyloxy)-2'-aminophenyl]-propan-1-one). Yield: 82.9%. As a reaction SMILES: [C:1]([O:5][C:6]([NH:8][CH2:9][CH2:10][CH2:11][O:12][C:13]1[CH:14]=[CH:15][C:16]([N+:23]([O-])=O)=[C:17]([C:19](=[O:22])[CH:20]=[CH2:21])[CH:18]=1)=[O:7])([CH3:4])([CH3:3])[CH3:2]>C(O)C.[C].[Pd]>[C:1]([O:5][C:6]([NH:8][CH2:9][CH2:10][CH2:11][O:12][C:13]1[CH:14]=[CH:15][C:16]([NH2:23])=[C:17]([C:19](=[O:22])[CH2:20][CH3:21])[CH:18]=1)=[O:7])([CH3:2])([CH3:3])[CH3:4] |f:2.3|. Procedure: 1-[5'-(3"-t-Butoxycarbonylaminopropyloxy)-2'-nitrophenyl]-2-propen-1-one (325 mg) is dissolved in ethanol (15 ml), and thereto is added 10% palladium-carbon (40 mg), and the mixture is stirred for 1.5 hour under hydrogen atmosphere. The catalyst is removed by filtration, and the filtrate is concentrated, and the residue is purified by silica gel column chromatography to give 1-[5'-(3"-t-butoxycarbonylaminopropyloxy)-2'-aminophenyl]-propan-1-one (248 mg) as a yellow powder. The reactants are CN1CCNCC1 (N-methylpiperazine), ClC=1C(=C(C=C(C(=O)O)C1)OCC1=CC=C(C=C1)OC)OCC1=CC=C(C=C1)OC (5-chloro-3,4-bis(p-methoxybenzyloxy)benzoic acid), ON1N=NC2=C1C=CC=C2 (1-hydroxybenzotriazole), C1(CCCCC1)N=C=NC1CCCCC1 (dicyclohexylcarbodiimide). Run in O1CCCC1 (tetrahydrofuran). Conditions: time 1 hour. The product is ClC=1C(=C(C=C(C(=O)N2CCN(CC2)C)C1)OCC1=CC=C(C=C1)OC)OCC1=CC=C(C=C1)OC (1-(5-chloro-3,4-bis(p-methoxybenzyloxy)benzoyl)-4-methylpiperazine). Yield: 96.0%. Reaction SMILES: [Cl:1][C:2]1[C:3]([O:21][CH2:22][C:23]2[CH:28]=[CH:27][C:26]([O:29][CH3:30])=[CH:25][CH:24]=2)=[C:4]([O:11][CH2:12][C:13]2[CH:18]=[CH:17][C:16]([O:19][CH3:20])=[CH:15][CH:14]=2)[CH:5]=[C:6]([CH:10]=1)[C:7](O)=[O:8].ON1C2C=CC=CC=2N=N1.C1(N=C=NC2CCCCC2)CCCCC1.[CH3:56][N:57]1[CH2:62][CH2:61][NH:60][CH2:59][CH2:58]1>O1CCCC1>[Cl:1][C:2]1[C:3]([O:21][CH2:22][C:23]2[CH:28]=[CH:27][C:26]([O:29][CH3:30])=[CH:25][CH:24]=2)=[C:4]([O:11][CH2:12][C:13]2[CH:14]=[CH:15][C:16]([O:19][CH3:20])=[CH:17][CH:18]=2)[CH:5]=[C:6]([CH:10]=1)[C:7]([N:60]1[CH2:61][CH2:62][N:57]([CH3:56])[CH2:58][CH2:59]1)=[O:8]. Reported procedure: To a solution of 5-chloro-3,4-bis(p-methoxybenzyloxy)benzoic acid (0.75 g: 1.75 mMol.) and 1-hydroxybenzotriazole (0.26 g: 1.1 Eq.) in tetrahydrofuran (15 ml) is added dicyclohexylcarbodiimide (0.40 g: 1.1 Eq.). After 1 hour stirring, to the mixture is added N-methylpiperazine (0.44 ml: 2.3 Eq.), and the mixture is stirred for 1 hour. The reaction mixture is filtered to remove solid and concentrated under reduced pressure to give 1-(5-chloro-3,4-bis(p-methoxybenzyloxy)benzoyl)-4-methylpiperazine...